This data is from the Open Reaction Database (ORD), a public repository of structured organic reaction records. The task is: describe an organic reaction: reactants, conditions, products, and yield Starting materials: [N+](=O)([O-])C=1C(=C(C=CC1)N)N (3-Nitro-1,2-phenylenediamine), C(=O)O (formic acid). Yields the product [N+](=O)([O-])C1=CC=CC=2N=CNC21 (4-nitrobenzimidazole). RXN SMILES: [N+:1]([C:4]1[C:5]([NH2:11])=[C:6]([NH2:10])[CH:7]=[CH:8][CH:9]=1)([O-:3])=[O:2].[CH:12](O)=O>>[N+:1]([C:4]1[C:5]2[NH:11][CH:12]=[N:10][C:6]=2[CH:7]=[CH:8][CH:9]=1)([O-:3])=[O:2]. Reported procedure: 3-Nitro-1,2-phenylenediamine (0.065 moles, 10.2 g) was added to 200 ml formic acid and heated to reflux for 3 hours. The solution was cooled and then concentrated under vacuum. The residue was dissolved in water. The pH was adjusted to 8.3 using 5N sodium hydroxide. The intermediate was extracted with ethyl acetate. The organic phase was washed with brine, dried over sodium sulfate and concentrated to yield 7.0 g of 4-nitrobenzimidazole. (MS) Starting materials: CCOC(=O)C1CCC(c2ccc(Nc3nc(Nc4ccc(CP(=O)(OCC)OCC)cc4OCC)ncc3C(F)(F)F)c3c2CN(C)C3=O)CC1, C1CCOC1, CO, [Li+], [OH-], O. Yields the product CCOc1cc(CP(=O)(OCC)OCC)ccc1Nc1ncc(C(F)(F)F)c(Nc2ccc(C3CCC(C(=O)O)CC3)c3c2C(=O)N(C)C3)n1. RXN SMILES: [CH2:1]([CH3:2])[O:3][P:4](=[O:5])([O:6][CH2:7][CH3:8])[CH2:9][c:10]1[cH:11][c:12]([O:50][CH2:51][CH3:52])[c:13]([NH:16][c:17]2[n:18][cH:19][c:20]([C:46]([F:47])([F:48])[F:49])[c:21]([NH:23][c:24]3[cH:25][cH:26][c:27]([CH:35]4[CH2:36][CH2:37][CH:38]([C:41](=[O:42])[O:43][CH2:44][CH3:45])[CH2:39][CH2:40]4)[c:28]4[c:32]3[C:31](=[O:33])[N:30]([CH3:34])[CH2:29]4)[n:22]2)[cH:14][cH:15]1.[CH2:53]1[O:54][CH2:55][CH2:56][CH2:57]1.[CH3:58][OH:59].[Li+:60].[OH-:61].[OH2:62]>>[CH2:1]([CH3:2])[O:3][P:4](=[O:5])([O:6][CH2:7][CH3:8])[CH2:9][c:10]1[cH:11][c:12]([O:50][CH2:51][CH3:52])[c:13]([NH:16][c:17]2[n:18][cH:19][c:20]([C:46]([F:47])([F:48])[F:49])[c:21]([NH:23][c:24]3[cH:25][cH:26][c:27]([CH:35]4[CH2:36][CH2:37][CH:38]([C:41](=[O:42])[OH:43])[CH2:39][CH2:40]4)[c:28]4[c:32]3[C:31](=[O:33])[N:30]([CH3:34])[CH2:29]4)[n:22]2)[cH:14][cH:15]1. The reactants are C=1(C(=CC=CC1)C)C (xylene), CC(=O)OCCOC (methyl Cellosolve acetate), polyamide-imide resin. Solvent: petroleum. Product: aromatic hydrocarbons, CCOCCOC(=O)C (ethyl Cellosolve acetate), C1(CCCO1)=O (γ-butyrolactone). As a reaction SMILES: [C:1]1(C)C(C)=CC=CC=1.[CH3:9][C:10]([O:12][CH2:13][CH2:14][O:15][CH3:16])=[O:11]>>[CH3:1][CH2:16][O:15][CH2:14][CH2:13][O:12][C:10]([CH3:9])=[O:11].[C:10]1(=[O:11])[O:12][CH2:13][CH2:14][CH2:9]1. Reported procedure: When the polyamide-imide resin obtained in this invention is made into a varnish, there may be used, as co-solvents, xylene, NISSEKI HISOL-100, 150 (trade names, mfd. by Nippon Petrochemicals Co., Ltd., aromatic hydrocarbons obtained from petroleum, b.p. 80°-300° C.), methyl Cellosolve acetate, ethyl Cellosolve acetate, γ-butyrolactone and the like in combination with the basic organic solvents described above. Starting materials: BrC=1C=C2C=NN(C2=CC1)C (5-bromo-1-methyl-1H-indazole), N1C(NCCC1)=O (tetrahydropyrimidin-2(1H)-one), C([O-])([O-])=O.[Cs+].[Cs+] (cesium carbonate), C1(=CC=CC=C1)P(C1=CC=CC=2C(C3=CC=CC(=C3OC12)P(C1=CC=CC=C1)C1=CC=CC=C1)(C)C)C1=CC=CC=C1 (4,5-bis(diphenylphosphino)-9,9-dimethylxanthene). Reagents/catalysts: C=1C=CC(=CC1)/C=C/C(=O)/C=C/C2=CC=CC=C2.C=1C=CC(=CC1)/C=C/C(=O)/C=C/C2=CC=CC=C2.C=1C=CC(=CC1)/C=C/C(=O)/C=C/C2=CC=CC=C2.[Pd].[Pd] (Pd2(dba)3). Run in O1CCOCC1 (1,4-dioxane). Conditions: temperature 100 celsius. The product is CN1N=CC2=CC(=CC=C12)N1C(NCCC1)=O (1-(1-methyl-1H-indazol-5-yl)tetrahydropyrimidin-2(1H)-one). Reaction SMILES: Br[C:2]1[CH:3]=[C:4]2[C:8](=[CH:9][CH:10]=1)[N:7]([CH3:11])[N:6]=[CH:5]2.[NH:12]1[CH2:17][CH2:16][CH2:15][NH:14][C:13]1=[O:18].C1(P(C2C=CC=CC=2)C2C3OC4C(=CC=CC=4P(C4C=CC=CC=4)C4C=CC=CC=4)C(C)(C)C=3C=CC=2)C=CC=CC=1.C(=O)([O-])[O-].[Cs+].[Cs+]>O1CCOCC1.C1C=CC(/C=C/C(/C=C/C2C=CC=CC=2)=O)=CC=1.C1C=CC(/C=C/C(/C=C/C2C=CC=CC=2)=O)=CC=1.C1C=CC(/C=C/C(/C=C/C2C=CC=CC=2)=O)=CC=1.[Pd].[Pd]>[CH3:11][N:7]1[C:8]2[C:4](=[CH:3][C:2]([N:12]3[CH2:17][CH2:16][CH2:15][NH:14][C:13]3=[O:18])=[CH:10][CH:9]=2)[CH:5]=[N:6]1 |f:3.4.5,7.8.9.10.11|. Procedure: To a solution of 5-bromo-1-methyl-1H-indazole (76 mg, 0.36 mmol) in 1,4-dioxane (5 mL) was added tetrahydropyrimidin-2(1H)-one (Aldrich, 216 mg, 2.16 mmol), followed by Pd2(dba)3 (16 mg, 0.02 mmol), 4,5-bis(diphenylphosphino)-9,9-dimethylxanthene (31 mg, 0.06 mmol) and cesium carbonate (176 mg, 0.54 mmol). The reaction mixture was degassed with nitrogen and heated at 100° C. for 16 hours. The mixture was diluted with ethyl acetate, washed with water and brine, and dried over Na2SO4 and filtered.... The reactants are O=C(O)Cc1cccc(CC(=O)O)c1, COc1ccccc1CCN, CCN=C=NCCCN(C)C, Cl, On1nnc2ccccc21. The product is COc1ccccc1CCNC(=O)Cc1cccc(CC(=O)O)c1. RXN SMILES: [C:1](=[O:2])([OH:3])[CH2:4][c:5]1[cH:6][c:7]([CH2:11][C:12](=[O:13])[OH:14])[cH:8][cH:9][cH:10]1.[CH3:15][O:16][c:17]1[c:18]([CH2:23][CH2:24][NH2:25])[cH:19][cH:20][cH:21][cH:22]1.[CH3:37][N:38]([CH3:39])[CH2:40][CH2:41][CH2:42][N:43]=[C:44]=[N:45][CH2:46][CH3:47].[ClH:36].[OH:26][n:27]1[c:28]2[cH:29][cH:30][cH:31][cH:32][c:33]2[n:34][n:35]1>>[C:1](=[O:3])([CH2:4][c:5]1[cH:6][c:7]([CH2:11][C:12](=[O:13])[OH:14])[cH:8][cH:9][cH:10]1)[NH:25][CH2:24][CH2:23][c:18]1[c:17]([O:16][CH3:15])[cH:22][cH:21][cH:20][cH:19]1. Reactants: C(=O)(OCC)N1CCC(=CC1)C1=CC=CC2=C1SC=C2 (N-carbethoxy-4-(benzo[b]thiophene-7-yl)-1,2,3,6-tetrahydropyridine), [OH-].[K+] (potassium hydroxide). The solvent is C(CO)O (ethylene glycol), O (water), O (water). Yields the product S1C2=C(C=C1)C=CC=C2C=2CCNCC2 (4-(Benzo[b]thiophene-7-yl)-1,2,3,6-tetrahydropyridine). The yield is 64.9%. Reaction SMILES: C([N:6]1[CH2:11][CH:10]=[C:9]([C:12]2[C:17]3[S:18][CH:19]=[CH:20][C:16]=3[CH:15]=[CH:14][CH:13]=2)[CH2:8][CH2:7]1)(OCC)=O.[OH-].[K+]>C(O)CO.O>[S:18]1[CH:19]=[CH:20][C:16]2[CH:15]=[CH:14][CH:13]=[C:12]([C:9]3[CH2:10][CH2:11][NH:6][CH2:7][CH:8]=3)[C:17]1=2 |f:1.2|. Reported procedure: Dissolve N-carbethoxy-4-(benzo[b]thiophene-7-yl)-1,2,3,6-tetrahydropyridine (105 mg, 0.3652mmol) in 1 mL ethylene glycol and add potassium hydroxide (102 mg, 1.826 mmol) dissolved in 1 mL of water. The reaction mixture is heated at reflux for 8 hours and then cooled to room temperature. It is then diluted with 5 mL water and extracted with ethyl acetate (3×5 mL), dried over anhydrous magnesium sulfate, filtered and concentrated under vacuum. The reside is purified over silica gel to provide the ... Reactants: Cl.N1=CC=CC=C1 (pyridine hydrochloride), C(CC)N(CCOC1=CC=CC=C1)C1CC2=CC=CC(=C2CC1)OC (2-[N-n-propyl,N-2-(phenyloxy)ethyl-amino]-5-methoxytetralin), [NH4+].[OH-] (NH4OH). Solvent: O (H2O). Yields the product C(CC)N(CCOC1=CC=CC=C1)C1CC2=CC=CC(=C2CC1)O (2-[N-n-propyl,N-2-(phenyloxy)ethylamino]-5-hydroxytetralin). As a reaction SMILES: Cl.N1C=CC=CC=1.[CH2:8]([N:11]([CH:21]1[CH2:30][CH2:29][C:28]2[C:23](=[CH:24][CH:25]=[CH:26][C:27]=2[O:31]C)[CH2:22]1)[CH2:12][CH2:13][O:14][C:15]1[CH:20]=[CH:19][CH:18]=[CH:17][CH:16]=1)[CH2:9][CH3:10].[NH4+].[OH-]>O>[CH2:8]([N:11]([CH:21]1[CH2:30][CH2:29][C:28]2[C:23](=[CH:24][CH:25]=[CH:26][C:27]=2[OH:31])[CH2:22]1)[CH2:12][CH2:13][O:14][C:15]1[CH:20]=[CH:19][CH:18]=[CH:17][CH:16]=1)[CH2:9][CH3:10] |f:0.1,3.4|. Reported procedure: A mixture of pyridine hydrochloride and the product of Example 1 was heated in an oil bath at 200° C. When the reaction was complete (TLC), it was cooled, diluted with H2O, made basic with NH4OH and extracted with ether. The organic layer was dried over MgSO4, filtered and concentrated under reduced pressure. The residue was subjected to flash chromatography (Silica: 8:2 pet ether/EtOAc). The product was dissolved in ether and converted to a hydrochloride salt by the addition of dry ether-HCl. A...